Dataset: the Open Reaction Database (ORD), a public repository of structured organic reaction records. Task: describe an organic reaction: reactants, conditions, products, and yield Reactants: [Li]CCCC (n-BuLi), S1C=NC=C1 (Thiazole), O=C1CCN(CCC1)C(=O)OC(C)(C)C (tert-butyl 4-oxoazepane-1-carboxylate). Solvent: C1CCOC1 (THF), C1CCOC1 (THF). Reaction conditions: temperature -60 celsius, time 45 minute. The product is OC1(CCN(CCC1)C(=O)OC(C)(C)C)C=1SC=CN1 (tert-butyl 4-hydroxy-4-(1,3-thiazol-2-yl)azepane-1-carboxylate). Yield: 96.5%. RXN SMILES: [S:1]1[CH:5]=[CH:4][N:3]=[CH:2]1.[Li]CCCC.[O:11]=[C:12]1[CH2:18][CH2:17][CH2:16][N:15]([C:19]([O:21][C:22]([CH3:25])([CH3:24])[CH3:23])=[O:20])[CH2:14][CH2:13]1>C1COCC1>[OH:11][C:12]1([C:2]2[S:1][CH:5]=[CH:4][N:3]=2)[CH2:18][CH2:17][CH2:16][N:15]([C:19]([O:21][C:22]([CH3:25])([CH3:24])[CH3:23])=[O:20])[CH2:14][CH2:13]1. Procedure: Thiazole (21.3 g, 250 mmol) in THF (160 mL) was cooled to −70° C. and then n-BuLi (100 mL, 250 mmol) was added slowly over 5 minutes, keeping the temperature at −60° C. or lower. The resulting slurry was stirred for 45 minutes at this temperature and then the product of Step 1 (48.55 g, 228 mmol) in THF (50 mL) was added dropwise, maintaining the temperature at −60° C. The solution was stirred for one hour and then the cooling bath removed. At −20° C., 2M HCl (114 mL) was added and upon warming ... The reactants are O.O.[Sn](Cl)Cl (tin dichloride dihydrate), N(=O)[O-].[Na+] (sodium nitrite), C(C)O (ethanol), ClC1=CC=C(OC2=C(C=C(N)C=C2)[N+](=O)[O-])C=C1 (4-(4-chlorophenoxy)-3-nitroaniline). The solvent is Cl (HCl), Cl (hydrochloric acid), O (water). Run at temperature 0 celsius, time 60 minute. Yields the product ClC1=CC=C(OC2=C(C=C(C=C2)NN)[N+](=O)[O-])C=C1 (4-(4-Chlorophenoxy)-3-nitrophenylhydrazine). As a reaction SMILES: [N:1]([O-])=O.[Na+].[Cl:5][C:6]1[CH:22]=[CH:21][C:9]([O:10][C:11]2[CH:17]=[CH:16][C:14]([NH2:15])=[CH:13][C:12]=2[N+:18]([O-:20])=[O:19])=[CH:8][CH:7]=1.C(O)C.O.O.[Sn](Cl)Cl>O.Cl>[Cl:5][C:6]1[CH:22]=[CH:21][C:9]([O:10][C:11]2[CH:17]=[CH:16][C:14]([NH:15][NH2:1])=[CH:13][C:12]=2[N+:18]([O-:20])=[O:19])=[CH:8][CH:7]=1 |f:0.1,4.5.6|. Procedure: A solution of 0.52 g of sodium nitrite in 5 ml of water was added dropwise to a stirred mixture consisting of 1.9 g of 4-(4-chlorophenoxy)-3-nitroaniline, 25 ml of concentrated hydrochloric acid and 25 ml of ethanol cooled to 0° C., and the mixture was then stirred at 0° C. for 60 min and subsequently added dropwise to a suspension of 8.5 g of tin dichloride dihydrate in 8 ml of concentrated HCl. The precipitate was filtered off with suction, washed with water, suspended in 200 ml of water under... The reactants are C1(=CC=CC=C1)C (toluene), C(C)(C)(C)S (tert-butylmercaptan), [OH-].[Na+] (sodium hydroxide), BrC1=C(CBr)C=CC=C1 (2-bromobenzylbromide). Run in O (water), CO (methanol), CO (methanol). Run at temperature 40 celsius, time 30 minute. The product is BrC1=C(C=CC=C1)CSC(C)(C)C (1-bromo-2-[(tert-butylthio)methyl]benzene). As a reaction SMILES: [C:1]([SH:5])([CH3:4])([CH3:3])[CH3:2].[OH-].[Na+].[Br:8][C:9]1[CH:16]=[CH:15][CH:14]=[CH:13][C:10]=1[CH2:11]Br.C1(C)C=CC=CC=1>CO.O>[Br:8][C:9]1[CH:16]=[CH:15][CH:14]=[CH:13][C:10]=1[CH2:11][S:5][C:1]([CH3:4])([CH3:3])[CH3:2] |f:1.2|. Procedure: 36.6 g (406 mmol) of tert-butylmercaptan were added to a mixed solution of 36.5 g (438 mmol) of 48% aqueous sodium hydroxide solution and 400 ml of methanol under a nitrogen atmosphere at room temperature. A solution of 99.5 g (398 mmol) of 2-bromobenzylbromide in 100 ml of methanol were dropped into this solution below 40° C. After stirring for 30 minutes at 40° C. 1000 ml of toluene and 500 ml of water were sequentially added to the reaction solution. The aqueous layer was separated, and the o... RXN SMILES: Br.[Cl:2][C:3]1[CH:8]=[CH:7][C:6]([C:9]2(O)[CH2:13][S:12][C:11](=[N:14][C:15]3[CH:20]=[CH:19][C:18]([O:21][CH3:22])=[CH:17][CH:16]=3)[N:10]2[CH3:23])=[CH:5][C:4]=1[S:25](Cl)(=[O:27])=[O:26].[CH3:29][NH2:30]>CO>[ClH:2].[Cl:2][C:3]1[CH:8]=[CH:7][C:6]([C:9]2[N:10]([CH3:23])[C:11](=[N:14][C:15]3[CH:20]=[CH:19][C:18]([O:21][CH3:22])=[CH:17][CH:16]=3)[S:12][CH:13]=2)=[CH:5][C:4]=1[S:25](=[O:27])(=[O:26])[NH:30][CH3:29] |f:0.1,4.5|. Procedure details: 10.6 g (0.02 mole) of 4-(4-chloro-3-chlorosulfonylphenyl)-2-(4-methoxyphenyl-imino)-3-methylthiazolidin-4-ol hydrobromide are introduced into a mixture of 10 ml of 40% strength aqueous methylamine and 150 ml of methanol and the resulting mixture is stirred for 20 hours at room temperature. The solvent is distilled off, the residue is taken up in 100 ml of ethanol and this solution is acidified with methanolic or ethanolic hydrogen chloride solution and heated at the boil for 2 hours. The solvent... Run at time 20 hour. Starting materials: Br.ClC1=C(C=C(C=C1)C1(N(C(SC1)=NC1=CC=C(C=C1)OC)C)O)S(=O)(=O)Cl (4-(4-chloro-3-chlorosulfonylphenyl)-2-(4-methoxyphenyl-imino)-3-methylthiazolidin-4-ol hydrobromide), CN (methylamine). Yields the product Cl.ClC1=C(C=C(C=C1)C=1N(C(SC1)=NC1=CC=C(C=C1)OC)C)S(NC)(=O)=O (4-(4-Chloro-3-methylsulfamoylphenyl)-2-(4-methoxyphenylimino)-3-methyl-4-thiazoline hydrochloride). The solvent is CO (methanol). Reactants: C12OC(CC2CCC1)=O (2-oxabicyclo[3.3.0]octan-3-one), [H-].C(C(C)C)[Al+]CC(C)C (diisobutylaluminum hydride). The solvent is C1(=CC=CC=C1)C (toluene). Product: CCC(CCCCC)O (octan-3(R,S)-ol). Reaction SMILES: [CH:1]12[CH2:8][CH2:7]C[CH:5]1[CH2:4]C(=O)[O:2]2.[H-].C([Al+]C[CH:17]([CH3:19])[CH3:18])C(C)C>C1(C)C=CC=CC=1>[CH3:4][CH2:5][CH:1]([OH:2])[CH2:8][CH2:7][CH2:19][CH2:17][CH3:18] |f:1.2|. Procedure: The compound (52) (12.1 g) was reduced with diisobutylaluminum hydride (1.5M, 65.1 ml) in toluene (500 ml) at -78° C. and the obtained crude product was subjected to silicagel column chromatography to give the titled compound (53). Yield: 11.1 g (91%).